Dataset: the Open Reaction Database (ORD), a public repository of structured organic reaction records. Task: describe an organic reaction: reactants, conditions, products, and yield Starting materials: NC=1C(=CSC1CCC)C(=O)O (4-amino-5-propyl-3-thiophenecarboxylic acid), Cl (hydrogen chloride), C(C)O (ethanol). Yields the product Cl.C(C)OC(=O)C1=CSC(=C1N)CCC (4-amino-5-propyl-3-thiophenecarboxylic acid ethyl ester hydrochloride). RXN SMILES: [NH2:1][C:2]1[C:3]([C:10]([OH:12])=[O:11])=[CH:4][S:5][C:6]=1[CH2:7][CH2:8][CH3:9].[ClH:13].[CH2:14](O)[CH3:15]>>[ClH:13].[CH2:14]([O:11][C:10]([C:3]1[C:2]([NH2:1])=[C:6]([CH2:7][CH2:8][CH3:9])[S:5][CH:4]=1)=[O:12])[CH3:15] |f:3.4|. Procedure details: A sample of 1.50 g. (8.097 mmols) of 4-amino-5-propyl-3-thiophenecarboxylic acid was dissolved in 75 ml. absolute ethanol which had been previously saturated with gaseous hydrogen chloride. The resulting reaction was heated under reflux for 24 hours, cooled and evaporated to afford 1.43 g. (71%) of pure 4-amino-5-propyl-3-thiophenecarboxylic acid ethyl ester hydrochloride, m.p. 144° C. (dec.) after recrystallization from ethyl acetate. Starting materials: CNC1COC2=C(C(C1)=O)C=CC=C2 (rac.-3-methylamino-3,4-dihydro-1-benzoxepin-5-(2H)-one), solution, [Li].C(C)(CC)[BH-](C(C)CC)C(C)CC (lithium tri-sec.-butylborohydride), Cl (hydrochloric acid). Run in C1(=CC=CC=C1)C (toluene), CCCCCC (hexane), O1CCCC1 (tetrahydrofuran). The product is CNC1COC2=C(C(C1)O)C=CC=C2 (rac.-2,3,4,5-tetrahydro-3-methylamino-1-benzoxepin-5-ol). As a reaction SMILES: [CH3:1][NH:2][CH:3]1[CH2:9][C:8](=[O:10])[C:7]2[CH:11]=[CH:12][CH:13]=[CH:14][C:6]=2[O:5][CH2:4]1.[Li].C([BH-](C(CC)C)C(CC)C)(CC)C.Cl>C1(C)C=CC=CC=1.CCCCCC.O1CCCC1>[CH3:1][NH:2][CH:3]1[CH2:9][CH:8]([OH:10])[C:7]2[CH:11]=[CH:12][CH:13]=[CH:14][C:6]=2[O:5][CH2:4]1 |f:1.2,^1:14|. Reported procedure: To a boiling solution of 80 g (0.5 mole) rac.-3-methylamino-3,4-dihydro-1-benzoxepin-5-(2H)-one in a mixture of 550 ml toluene and 300 ml hexane, 550 ml of a 1 molar solution of lithium-tri-sec.-butylborohydride in tetrahydrofuran are added in drops, so that the solution is maintained boiling. Following the completion of the addition, the mixture is heated to boiling for another hour. After cooling, the mixture is acidified by the drop-wise addition of methanolic hydrochloric acid. The methanol ... The reactants are C(C)(=O)C1=C(C=CC=C1)C1CC(=NO1)C=1N=C(SC1)C1CCN(CC1)C(CN1N=C(C=C1C)C(F)(F)F)=O (1-(4-{4-[5-(2-acetylphenyl)-4,5-dihydro-1,2-oxazol-3-yl]-1,3-thiazol-2-yl}piperidin-1-yl)-2-[5-methyl-3-(trifluoromethyl)-1H-pyrazol-1-yl]ethanone), NO (hydroxylamine), O (water). The solvent is C(C)O (ethanol). Reaction conditions: time 8 hour. Yields the product ON=C(C)C1=C(C=CC=C1)C1CC(=NO1)C=1N=C(SC1)C1CCN(CC1)C(CN1N=C(C=C1C)C(F)(F)F)=O (1-[4-(4-[5-{2-(N-Hydroxyethanimidoyl)phenyl]-4,5-dihydro-1,2-oxazol-3-yl}-1,3-thiazol-2-yl)piperidin-1-yl]-2-[5-methyl-3-(trifluoromethyl)-1H-pyrazol-1-yl]ethanone). Reaction SMILES: [C:1]([C:4]1[CH:9]=[CH:8][CH:7]=[CH:6][C:5]=1[CH:10]1[O:14][N:13]=[C:12]([C:15]2[N:16]=[C:17]([CH:20]3[CH2:25][CH2:24][N:23]([C:26](=[O:38])[CH2:27][N:28]4[C:32]([CH3:33])=[CH:31][C:30]([C:34]([F:37])([F:36])[F:35])=[N:29]4)[CH2:22][CH2:21]3)[S:18][CH:19]=2)[CH2:11]1)(=O)[CH3:2].[NH2:39][OH:40].O>C(O)C>[OH:40][N:39]=[C:1]([C:4]1[CH:9]=[CH:8][CH:7]=[CH:6][C:5]=1[CH:10]1[O:14][N:13]=[C:12]([C:15]2[N:16]=[C:17]([CH:20]3[CH2:21][CH2:22][N:23]([C:26](=[O:38])[CH2:27][N:28]4[C:32]([CH3:33])=[CH:31][C:30]([C:34]([F:36])([F:37])[F:35])=[N:29]4)[CH2:24][CH2:25]3)[S:18][CH:19]=2)[CH2:11]1)[CH3:2]. Procedure details: To a solution of 1-(4-{4-[5-(2-acetylphenyl)-4,5-dihydro-1,2-oxazol-3-yl]-1,3-thiazol-2-yl}piperidin-1-yl)-2-[5-methyl-3-(trifluoromethyl)-1H-pyrazol-1-yl]ethanone (150 mg) in ethanol (5 ml) was added dropwise hydroxylamine (50% in water, 4 eq.) at room temperature. After stirring at room temperature overnight, water was added to the reaction mixture, which was extracted with ethyl acetate. The organic extracts were dried over sodium sulphate and concentrated under reduced pressure. The residue ... Reactants: C(CCCCCCC)[Mg]Br (n-octylmagnesiumbromide), BrC=1C(=NC=CC1)Br (dibromopyridine), C1(=CC=CC=C1)P(CCCP(C1=CC=CC=C1)C1=CC=CC=C1)C1=CC=CC=C1 (1,3-bis(diphenylphosphino)propane), [NH4+].[Cl-] (NH4Cl). The reagents and catalysts are [Ni](Cl)Cl (nickel (II) chloride). The solvent is C(Cl)Cl (CH2Cl2), C1CCOC1 (THF), C1CCOC1 (THF). Conditions: temperature -10 celsius, time 3 hour. Yields the product C(CCCCCCC)C1=NC=C(C=C1)Br (2-Octyl-5-bromopyridine). As a reaction SMILES: [CH2:1]([Mg]Br)[CH2:2][CH2:3][CH2:4][CH2:5][CH2:6][CH2:7][CH3:8].[Br:11][C:12]1[C:13](Br)=[N:14][CH:15]=[CH:16][CH:17]=1.C1(P(C2C=CC=CC=2)CCCP(C2C=CC=CC=2)C2C=CC=CC=2)C=CC=CC=1.[NH4+].[Cl-]>C1COCC1.[Ni](Cl)Cl.C(Cl)Cl>[CH2:1]([C:15]1[CH:16]=[CH:17][C:12]([Br:11])=[CH:13][N:14]=1)[CH2:2][CH2:3][CH2:4][CH2:5][CH2:6][CH2:7][CH3:8] |f:3.4|. Reported procedure: 30 mmol of n-octylmagnesiumbromide in 50 ml of absolute THF are added dropwise at from -15° to -10° C. to a solution of 5 g (21.1 mmol) of dibromopyridine and 0.12 g of 1,3-bis(diphenylphosphino)propane!nickel (II) chloride in 150 ml of absolute THF. The mixture is stirred at -10° C. for a further 3 hours. Saturated NH4Cl solution is subsequently added until a pH of 7 has become established, and CH2Cl2 is added for phase separation. The organic phase is separated off, the aqueous phase is extrac... Starting materials: [N+](=O)([O-])C1=CC(=C(C=C1[N+](=O)[O-])N)N (4,5-Dinitro-1,2-phenylenediamine), C1(=CC=CC=C1)C(C(C)=O)=O (1-phenyl-1,2-propanedione). Run in C(C)O (ethanol). The product is CC1=NC2=CC(=C(C=C2N=C1C1=CC=CC=C1)[N+](=O)[O-])[N+](=O)[O-] (2-Methyl-6,7-dinitro-3-phenylquinoxaline). Isolated yield 14.3%. RXN SMILES: [N+:1]([C:4]1[C:9]([N+:10]([O-:12])=[O:11])=[CH:8][C:7]([NH2:13])=[C:6]([NH2:14])[CH:5]=1)([O-:3])=[O:2].[C:15]1([C:21](=O)[C:22](=O)[CH3:23])[CH:20]=[CH:19][CH:18]=[CH:17][CH:16]=1>C(O)C>[CH3:23][C:22]1[C:21]([C:15]2[CH:20]=[CH:19][CH:18]=[CH:17][CH:16]=2)=[N:14][C:6]2[C:7](=[CH:8][C:9]([N+:10]([O-:12])=[O:11])=[C:4]([N+:1]([O-:3])=[O:2])[CH:5]=2)[N:13]=1. Procedure: 4,5-Dinitro-1,2-phenylenediamine (890 mg, 4.5 mmol) (G. W. H. Cheeseman, J. Org. Soc. 1170-5, 1962) was mixed with 1-phenyl-1,2-propanedione (800 mg, 5.4 mmol) in ethanol (18 ml). The mixture was heated to reflux for 4 hours. The ethanol was removed by evaporation and the remaining brown oil was suspended in dichloromethane (20 ml). Purification by column chromatography on silica gel eluting with dichloromethane followed by recrystallisation from ethanol yielded the title compound (200 mg, 14%). The reactants are C(=O)(O)[O-].[Na+] (NaHCO3), O=C(CNC(C1=CC(=CC=C1)C(F)(F)F)=O)N[C@H]1CNCC1 (N-{2-oxo-2-[(3R)-pyrrolidin-3-ylamino]ethyl}-3-(trifluoromethyl)benzamide), O=C1CN(CC1)C(=O)OCC1=CC=CC=C1 (benzyl 3-oxopyrrolidine-1-carboxylate), C(C)(=O)O[BH-](OC(C)=O)OC(C)=O.[Na+] (sodium triacetoxyborohydride). Run in ClCCl (dichloromethane), CO (methanol). Conditions: time 16 hour. Yields the product FC(C=1C=C(C(=O)NCC(=O)N[C@H]2CN(CC2)C2CN(CC2)C(=O)OCC2=CC=CC=C2)C=CC1)(F)F (benzyl (3R)-3-[({[3-(trifluoromethyl)benzoyl]amino}acetyl)amino]-1,3′-bipyrrolidine-1′-carboxylate). The yield is 109.9%. RXN SMILES: [O:1]=[C:2]([NH:17][C@@H:18]1[CH2:22][CH2:21][NH:20][CH2:19]1)[CH2:3][NH:4][C:5](=[O:16])[C:6]1[CH:11]=[CH:10][CH:9]=[C:8]([C:12]([F:15])([F:14])[F:13])[CH:7]=1.O=[C:24]1[CH2:28][CH2:27][N:26]([C:29]([O:31][CH2:32][C:33]2[CH:38]=[CH:37][CH:36]=[CH:35][CH:34]=2)=[O:30])[CH2:25]1.C(O[BH-](OC(=O)C)OC(=O)C)(=O)C.[Na+].C([O-])(O)=O.[Na+]>CO.ClCCl>[F:13][C:12]([F:14])([F:15])[C:8]1[CH:7]=[C:6]([CH:11]=[CH:10][CH:9]=1)[C:5]([NH:4][CH2:3][C:2]([NH:17][C@@H:18]1[CH2:22][CH2:21][N:20]([CH:28]2[CH2:24][CH2:25][N:26]([C:29]([O:31][CH2:32][C:33]3[CH:38]=[CH:37][CH:36]=[CH:35][CH:34]=3)=[O:30])[CH2:27]2)[CH2:19]1)=[O:1])=[O:16] |f:2.3,4.5|. Procedure details: To a solution of N-{2-oxo-2-[(3R)-pyrrolidin-3-ylamino]ethyl}-3-(trifluoromethyl)benzamide (500 mg, 1.59 mmol; prepared according to WO2004/050024A2) in methanol (5 mL) at room temperature was added benzyl 3-oxopyrrolidine-1-carboxylate (434 mg, 1.98 mmol) followed by sodium triacetoxyborohydride (470 mg, 2.22 mmol); the reaction mixture was stirred for 16 hours. To the mixture was added NaHCO3 (sat. aq., 10 mL) and dichloromethane (10 mL). The organic layer was separated and the aqueous layer w... Starting materials: CC1=COC2=C1C(CC(C2)C2=CC=C(C=C2)OC)=O (3-methyl-6-(4-methoxyphenyl)-4,5,6,7-tetrahydrobenzofuran-4-one), C(=N)(N)NN.Cl (aminoguanidine hydrochloride), Cl (hydrochloric acid), O (water). The solvent is C(C)O (ethanol). The product is Cl.N(C(=N)N)N=C1CC(CC2=C1C(=CO2)C)C2=CC=C(C=C2)OC (4-guanidinoimino-6-(4-methoxyphenyl)-3-methyl-4,5,6,7-tetrahydrobenzofuran hydrochloride). Yield: 58.8%. RXN SMILES: [CH3:1][C:2]1[C:6]2[C:7](=O)[CH2:8][CH:9]([C:11]3[CH:16]=[CH:15][C:14]([O:17][CH3:18])=[CH:13][CH:12]=3)[CH2:10][C:5]=2[O:4][CH:3]=1.[C:20]([NH:23][NH2:24])([NH2:22])=[NH:21].[ClH:25].Cl.O>C(O)C>[ClH:25].[NH:23]([N:24]=[C:7]1[C:6]2[C:2]([CH3:1])=[CH:3][O:4][C:5]=2[CH2:10][CH:9]([C:11]2[CH:16]=[CH:15][C:14]([O:17][CH3:18])=[CH:13][CH:12]=2)[CH2:8]1)[C:20]([NH2:22])=[NH:21] |f:1.2,6.7|. Procedure: A mixture of 3-methyl-6-(4-methoxyphenyl)-4,5,6,7-tetrahydrobenzofuran-4-one (0.10 g), aminoguanidine hydrochloride (0.045 g), concentrated hydrochloric acid (0.02 ml), water (0.02 ml) and ethanol (30 ml) was refluxed for 2 hours. Under reduced pressure, the solvent was evaporated, and the residue was recrystallized from ethanol to give 4-guanidinoimino-6-(4-methoxyphenyl)-3-methyl-4,5,6,7-tetrahydrobenzofuran hydrochloride (Compound 36) (0.08 g) as colorless crystals.